From a dataset of the Open Reaction Database (ORD), a public repository of structured organic reaction records. describe an organic reaction: reactants, conditions, products, and yield Starting materials: Cc1ccccc1, O=C(Cl)C(=O)Cl, ClCCl, CCCCCN1C(=O)C(CC(=O)O)(c2ccc3c(c2)OCO3)c2ccccc21, CN(C)C=O, Cl[Sn](Cl)(Cl)Cl. Yields the product CCCCCN1C(=O)C2(CC(=O)c3cc4c(cc32)OCO4)c2ccccc21. RXN SMILES: [CH3:45][c:46]1[cH:47][cH:48][cH:49][cH:50][cH:51]1.[Cl:34][C:35]([C:36]([Cl:37])=[O:38])=[O:39].[Cl:52][CH2:53][Cl:54].[O:1]1[CH2:2][O:3][c:4]2[c:5]1[cH:6][cH:7][c:8]([C:10]1([CH2:25][C:26](=[O:27])[OH:28])[C:11](=[O:24])[N:12]([CH2:19][CH2:20][CH2:21][CH2:22][CH3:23])[c:13]3[cH:14][cH:15][cH:16][cH:17][c:18]31)[cH:9]2.[O:29]=[CH:30][N:31]([CH3:32])[CH3:33].[Sn:40]([Cl:41])([Cl:42])([Cl:43])[Cl:44]>>[O:1]1[CH2:2][O:3][c:4]2[c:5]1[cH:6][c:7]1[c:8]([cH:9]2)[C:10]2([C:11](=[O:24])[N:12]([CH2:19][CH2:20][CH2:21][CH2:22][CH3:23])[c:13]3[cH:14][cH:15][cH:16][cH:17][c:18]32)[CH2:25][C:26]1=[O:28].